This data is from the Open Reaction Database (ORD), a public repository of structured organic reaction records. The task is: describe an organic reaction: reactants, conditions, products, and yield Reaction conditions: time 5 hour. RXN SMILES: [F:1][C:2]1[CH:3]=[CH:4][C:5]2[CH2:11][CH2:10][C:9]3[CH:12]=[CH:13][CH:14]=[CH:15][C:8]=3[C:7](=[C:16]3[CH2:21][CH2:20][NH:19][CH2:18][CH2:17]3)[C:6]=2[CH:22]=1.[CH3:23][N:24](CCI)[C:25](C1C=CC=CC=1)(C1C=CC=CC=1)[C:26]1C=CC=CC=1.C(=O)([O-])[O-].[K+].[K+]>C(C(C)=O)C(C)C>[F:1][C:2]1[CH:3]=[CH:4][C:5]2[CH2:11][CH2:10][C:9]3[CH:12]=[CH:13][CH:14]=[CH:15][C:8]=3[C:7](=[C:16]3[CH2:17][CH2:18][N:19]([CH2:26][CH2:25][NH:24][CH3:23])[CH2:20][CH2:21]3)[C:6]=2[CH:22]=1 |f:2.3.4|. Procedure: A mixture of 4-(10,11-dihydro-3-fluoro-5H-dibenzo[a,d]cyclohepten-5-ylidene)piperidine (5 g; 0.017 mol) and 2-[N-methyl-N-(triphenylmethyl)amino]ethyl iodide (7.3 g; 0.017 mol) in 30 ml of methyl isobutyl ketone (MiBK) is heated to the refluxing temperature. Potassium carbonate (4.7 g; 0.034 mol) is added in a single portion at this temperature, and the mixture is then heated to the refluxing temperature under an argon atmosphere for 10 h. The mixture is cooled, filtered and evaporated to drynes... Yields the product FC=1C=CC2=C(C(C3=C(CC2)C=CC=C3)=C3CCN(CC3)CCNC)C1 (4-(10,11-Dihydro-3-fluoro-5H-dibenzo[a,d]cyclohepten-5-ylidene)-1-[2-(N-methylamino)ethyl]piperidine). Starting materials: FC=1C=CC2=C(C(C3=C(CC2)C=CC=C3)=C3CCNCC3)C1 (4-(10,11-dihydro-3-fluoro-5H-dibenzo[a,d]cyclohepten-5-ylidene)piperidine), CN(C(C1=CC=CC=C1)(C1=CC=CC=C1)C1=CC=CC=C1)CCI (2-[N-methyl-N-(triphenylmethyl)amino]ethyl iodide), C([O-])([O-])=O.[K+].[K+] (Potassium carbonate). Solvent: C(C(C)C)C(=O)C (methyl isobutyl ketone). Reactants: N1=CN=CC(=C1)C1=CC=C(C=O)C=C1 (4-(5-Pyrimidinyl)benzaldehyde), N1=C(C=CC=C1)C1=CC=C(C=O)C=C1 (4-(2-pyridinyl)-benzaldehyde). The product is N1=CN=CC(=C1)C1=CC=C(C=C1)/C=C/C=O ((E)-3-[4-(5-Pyrimidinyl)phenyl]-2-propenal). RXN SMILES: [N:1]1[CH:6]=[C:5]([C:7]2[CH:14]=[CH:13][C:10]([CH:11]=O)=[CH:9][CH:8]=2)[CH:4]=[N:3][CH:2]=1.N1C=CC=CC=1C1C=C[C:24]([CH:25]=[O:26])=CC=1>>[N:1]1[CH:6]=[C:5]([C:7]2[CH:14]=[CH:13][C:10](/[CH:11]=[CH:24]/[CH:25]=[O:26])=[CH:9][CH:8]=2)[CH:4]=[N:3][CH:2]=1. Reported procedure: The title compound was prepared by a procedure analogous to Reference Example 31 by substituting 4-(5-pyrimidinyl)-benzaldehyde (prepared as described in Reference Example 25) for the 4-(2-pyridinyl)-benzaldehyde of Reference Example 31. MS 211 (M+H)+. Procedure details: A solution of n-butyllithium (2.50 Min hexanes, 16.8 mL, 41.9 mmol 1.20 equiv) was added dropwise to a solution of ethyl propiolate (4.11 g, 41.9 mmol, 1.20 equiv) in tetrahydrofuran (350 mL) at −78° C. After stirring for 15 minutes at −78° C., a solution of zinc chloride (1.0 M in diethyl ether, 84 mL, 84 mmol, 2.4 equiv) was added and the cooling bath was removed. After stirring for 2 hours, 3-iodobenzonitrile 8.00 g (34.9 mmol, 1 equiv) and Pd(Ph3P)4 (2.0 g, 1.7 mmol, 0.05 equiv) were added a... The product is C(#N)C=1C=C(C=CC1)C#CC(=O)OCC (ethyl 3-(3-cyanophenyl)prop-2-ynoate). Reagents/catalysts: C=1C=CC(=CC1)[P](C=2C=CC=CC2)(C=3C=CC=CC3)[Pd]([P](C=4C=CC=CC4)(C=5C=CC=CC5)C=6C=CC=CC6)([P](C=7C=CC=CC7)(C=8C=CC=CC8)C=9C=CC=CC9)[P](C=1C=CC=CC1)(C=1C=CC=CC1)C=1C=CC=CC1 (Pd(Ph3P)4), [Cl-].[Zn+2].[Cl-] (zinc chloride). Solvent: O1CCCC1 (tetrahydrofuran). RXN SMILES: C([Li])CCC.[C:6]([O:10][CH2:11][CH3:12])(=[O:9])[C:7]#[CH:8].I[C:14]1[CH:15]=[C:16]([CH:19]=[CH:20][CH:21]=1)[C:17]#[N:18]>O1CCCC1.[Cl-].[Zn+2].[Cl-].C1C=CC([P]([Pd]([P](C2C=CC=CC=2)(C2C=CC=CC=2)C2C=CC=CC=2)([P](C2C=CC=CC=2)(C2C=CC=CC=2)C2C=CC=CC=2)[P](C2C=CC=CC=2)(C2C=CC=CC=2)C2C=CC=CC=2)(C2C=CC=CC=2)C2C=CC=CC=2)=CC=1>[C:17]([C:16]1[CH:15]=[C:14]([C:8]#[C:7][C:6]([O:10][CH2:11][CH3:12])=[O:9])[CH:21]=[CH:20][CH:19]=1)#[N:18] |f:4.5.6,^1:33,35,54,73|. The yield is 51.1%. Run at temperature -78 celsius, time 15 minute. Starting materials: IC=1C=C(C#N)C=CC1 (3-iodobenzonitrile), C(CCC)[Li] (n-butyllithium), C(C#C)(=O)OCC (ethyl propiolate). Reactants: ClC1=CC=C(N)C=C1 (4-chloroaniline), N1=CC=CC=C1 (pyridine), ClC(C(=O)Cl)CCl (2,3-dichloropropionyl chloride). Solvent: C(Cl)(Cl)Cl (chloroform). Conditions: time 16 hour. Yields the product ClC(C(=O)NC1=CC=C(C=C1)Cl)CCl (2,3-dichloro-N-(4-chlorophenyl)propanamide). Isolated yield 78.0%. Reaction SMILES: [Cl:1][C:2]1[CH:8]=[CH:7][C:5]([NH2:6])=[CH:4][CH:3]=1.N1C=CC=CC=1.[Cl:15][CH:16]([CH2:20][Cl:21])[C:17](Cl)=[O:18]>C(Cl)(Cl)Cl>[Cl:15][CH:16]([CH2:20][Cl:21])[C:17]([NH:6][C:5]1[CH:7]=[CH:8][C:2]([Cl:1])=[CH:3][CH:4]=1)=[O:18]. Procedure: To a stirred solution of 12.8 grams (0.10 mole) of 4-chloroaniline in 85 ml of chloroform was added 8 ml of pyridine. The mixture was cooled to 10° and 16.1 grams (0.10 mole) of 2,3-dichloropropionyl chloride was added dropwise at such a rate that the reaction mixture temperature did not exceed 35°. Upon completion of addition, the reaction mixture was stirred at ambient temperature for 16 hours. The reaction mixture was concentrated under reduced pressure to a solid residue. The solid was slurr... Reactants: [F-].C(CCC)[N+](CCCC)(CCCC)CCCC (Tetrabutylammonium fluoride), [Si](C)(C)(C(C)(C)C)OC1=CC=C(CC2=NC=CC=N2)C=C1 (2-(4-(tert-butyldimethylsilyloxy)benzyl)pyrimidine). Run in C1CCOC1 (THF), O (water). Reaction conditions: time 30 minute. Product: N1=C(N=CC=C1)CC1=CC=C(C=C1)O (4-(pyrimidin-2-ylmethyl)phenol). Reaction SMILES: [F-].C([N+](CCCC)(CCCC)CCCC)CCC.[Si]([O:26][C:27]1[CH:39]=[CH:38][C:30]([CH2:31][C:32]2[N:37]=[CH:36][CH:35]=[CH:34][N:33]=2)=[CH:29][CH:28]=1)(C(C)(C)C)(C)C>C1COCC1.O>[N:33]1[CH:34]=[CH:35][CH:36]=[N:37][C:32]=1[CH2:31][C:30]1[CH:38]=[CH:39][C:27]([OH:26])=[CH:28][CH:29]=1 |f:0.1|. Procedure details: Tetrabutylammonium fluoride (1.68 mL, 1.68 mmol, 1M in THF) was added to a solution of 2-(4-(tert-butyldimethylsilyloxy)benzyl)pyrimidine (0.50 g, 1.68 mmol) in THF (5 mL) at 0° C. The mixture was stirred for 30 min, diluted with water, and extracted with DCM three times. The combined organic extracts were dried over MgSO4, concentrated in vacuo, and purified by column chromatography to give 4-(pyrimidin-2-ylmethyl)phenol as an oil. MS (ESI) m/z: Calculated: 186.1; Observed: 187.3 (M++1).